From a dataset of the Open Reaction Database (ORD), a public repository of structured organic reaction records. describe an organic reaction: reactants, conditions, products, and yield Starting materials: FC=1C=C(C=CC1CC=1C(N(C=2N(C1CCC)N=CN2)C2CCC(CC2)OC(C)C2(CCC2)C(C)O)=O)C=2C(=CC=CC2)C#N (3′-fluoro-4′-{[4-(4-{1-[1-(1-hydroxyethyl)cyclobutyl]ethoxy}cyclohexyl)-5-oxo-7-propyl-4,5-dihydro[1,2,4]triazolo[1,5-a]pyrimidin-6-yl]methyl}biphenyl-2-carbonitrile), CC(=O)OI1(C=2C=CC=CC2C(=O)O1)(OC(=O)C)OC(=O)C (Dess-Martin periodinane), C(O)([O-])=O.[Na+] (sodium hydrogen carbonate), S(=S)(=O)([O-])[O-].[Na+].[Na+] (sodium thiosulfate). Solvent: C(C)#N (acetonitrile). Reaction conditions: time 30 minute. Product: C(C)(=O)C1(CCC1)C(C)OC1CCC(CC1)N1C=2N(C(=C(C1=O)CC1=C(C=C(C=C1)C=1C(=CC=CC1)C#N)F)CCC)N=CN2 (4′-[(4-{4-[1-(1-acetylcyclobutyl)ethoxy]cyclohexyl}-5-oxo-7-propyl-4,5-dihydro[1,2,4]triazolo[1,5-a]pyrimidin-6-yl)methyl]-3′-fluorobiphenyl-2-carbonitrile). The yield is 84.9%. RXN SMILES: [F:1][C:2]1[CH:3]=[C:4]([C:38]2[C:39]([C:44]#[N:45])=[CH:40][CH:41]=[CH:42][CH:43]=2)[CH:5]=[CH:6][C:7]=1[CH2:8][C:9]1[C:10](=[O:37])[N:11]([CH:21]2[CH2:26][CH2:25][CH:24]([O:27][CH:28]([C:30]3([CH:34]([OH:36])[CH3:35])[CH2:33][CH2:32][CH2:31]3)[CH3:29])[CH2:23][CH2:22]2)[C:12]2[N:13]([N:18]=[CH:19][N:20]=2)[C:14]=1[CH2:15][CH2:16][CH3:17].CC(OI1(OC(C)=O)(OC(C)=O)OC(=O)C2C=CC=CC1=2)=O.C(=O)([O-])O.[Na+].S([O-])([O-])(=O)=S.[Na+].[Na+]>C(#N)C>[C:34]([C:30]1([CH:28]([O:27][CH:24]2[CH2:25][CH2:26][CH:21]([N:11]3[C:10](=[O:37])[C:9]([CH2:8][C:7]4[CH:6]=[CH:5][C:4]([C:38]5[C:39]([C:44]#[N:45])=[CH:40][CH:41]=[CH:42][CH:43]=5)=[CH:3][C:2]=4[F:1])=[C:14]([CH2:15][CH2:16][CH3:17])[N:13]4[N:18]=[CH:19][N:20]=[C:12]34)[CH2:22][CH2:23]2)[CH3:29])[CH2:33][CH2:32][CH2:31]1)(=[O:36])[CH3:35] |f:2.3,4.5.6|. Procedure details: A mixture of 3′-fluoro-4′-{[4-(4-{1-[1-(1-hydroxyethyl)cyclobutyl]ethoxy}cyclohexyl)-5-oxo-7-propyl-4,5-dihydro[1,2,4]triazolo[1,5-a]pyrimidin-6-yl]methyl}biphenyl-2-carbonitrile (13 g), Dess-Martin periodinane (10 g) and acetonitrile (130 mL) was stirred at room temperature for 30 min. Saturated aqueous sodium hydrogen carbonate solution and 1 M aqueous sodium thiosulfate solution were added to the reaction mixture, and the mixture was extracted with ethyl acetate. The organic layer was washed ... The reactants are CC=1C=C(C=C(C1)OCC1=NC2=CC=CC=C2C=C1)O (3-methyl-5-(quinolin-2-ylmethoxy)-phenol), BrCC1=C(OCC(=O)OCC)C(=CC=C1)C (ethyl (2-bromomethyl-6-methyl-phenoxy)-acetate). Yields the product CC1=C(OCC(=O)OCC)C(=CC=C1)COC1=CC(=CC(=C1)OCC1=NC2=CC=CC=C2C=C1)C (Ethyl {2-methyl-6-[3-methyl-5-(quinolin-2-ylmethoxy)-phenoxymethyl]-phenoxy}-acetate). As a reaction SMILES: [CH3:1][C:2]1[CH:3]=[C:4]([OH:20])[CH:5]=[C:6]([O:8][CH2:9][C:10]2[CH:19]=[CH:18][C:17]3[C:12](=[CH:13][CH:14]=[CH:15][CH:16]=3)[N:11]=2)[CH:7]=1.Br[CH2:22][C:23]1[CH:35]=[CH:34][CH:33]=[C:32]([CH3:36])[C:24]=1[O:25][CH2:26][C:27]([O:29][CH2:30][CH3:31])=[O:28]>>[CH3:22][C:23]1[CH:35]=[CH:34][CH:33]=[C:32]([CH2:36][O:20][C:4]2[CH:5]=[C:6]([O:8][CH2:9][C:10]3[CH:19]=[CH:18][C:17]4[C:12](=[CH:13][CH:14]=[CH:15][CH:16]=4)[N:11]=3)[CH:7]=[C:2]([CH3:1])[CH:3]=2)[C:24]=1[O:25][CH2:26][C:27]([O:29][CH2:30][CH3:31])=[O:28]. Reported procedure: The title compound is prepared using essentially the same procedure used in example 35 except using 3-methyl-5-(quinolin-2-ylmethoxy)-phenol (example 55) in place of 3-(quinolin-2-ylmethoxy)-phenol and ethyl (2-bromomethyl-6-methyl-phenoxy)-acetate (example 43b) in place of (2-bromomethyl-6-methyl-phenoxy)-acetonitrile. The reactants are OC1=CC=C(C=C1)CCCN1C=NC=C1 (1-[3-(4-hydroxyphenyl)propyl]imidazole), ClCC=1N=C(OC1)C1=CSC=C1 (4-chloromethyl-2-(3-thienyl)oxazole). Product: N1(C=NC=C1)CCCC1=CC=C(OCC=2N=C(OC2)C2=CSC=C2)C=C1 (4-[4-[3-(1-imidazolyl)propyl]phenoxymethyl]-2-(3-thienyl)oxazole). Yield: 65.0%. Reaction SMILES: [OH:1][C:2]1[CH:7]=[CH:6][C:5]([CH2:8][CH2:9][CH2:10][N:11]2[CH:15]=[CH:14][N:13]=[CH:12]2)=[CH:4][CH:3]=1.Cl[CH2:17][C:18]1[N:19]=[C:20]([C:23]2[CH:27]=[CH:26][S:25][CH:24]=2)[O:21][CH:22]=1>>[N:11]1([CH2:10][CH2:9][CH2:8][C:5]2[CH:6]=[CH:7][C:2]([O:1][CH2:17][C:18]3[N:19]=[C:20]([C:23]4[CH:27]=[CH:26][S:25][CH:24]=4)[O:21][CH:22]=3)=[CH:3][CH:4]=2)[CH:15]=[CH:14][N:13]=[CH:12]1. Procedure details: In substantially the same manner as in Working Example 109, 1-[3-(4-hydroxyphenyl)propyl]imidazole was allowed to react with 4-chloromethyl-2-(3-thienyl)oxazole to give 4-[4-[3-(1-imidazolyl)propyl]phenoxymethyl]-2-(3-thienyl)oxazole. The yield was 65%. Recrystallization from ethyl acetate-hexane gave colorless prisms, mp 102-103° C.